Dataset: the Open Reaction Database (ORD), a public repository of structured organic reaction records. Task: describe an organic reaction: reactants, conditions, products, and yield Starting materials: CC(OCc1ccccc1)C(N)=O, CC#N, O=C=NS(=O)(=O)Cl. The product is CC(OCc1ccccc1)C(=O)NC(N)=O. RXN SMILES: [CH2:1]([c:2]1[cH:3][cH:4][cH:5][cH:6][cH:7]1)[O:8][CH:9]([C:10](=[O:11])[NH2:12])[CH3:13].[CH3:21][C:22]#[N:23].[Cl:14][S:15](=[O:16])(=[O:17])[N:18]=[C:19]=[O:20]>>[CH2:1]([c:2]1[cH:3][cH:4][cH:5][cH:6][cH:7]1)[O:8][CH:9]([C:10](=[O:11])[NH:12][C:19]([NH2:18])=[O:20])[CH3:13]. Starting materials: Cc1ccccc1, OB(O)C1CC1, C[Si](C)(C)CCOCn1nc(-c2ccnc(Cl)n2)cc(-c2nc3ccccc3n2COCC[Si](C)(C)C)c1=O, [K+], [K+], [K+], O, O=P([O-])([O-])[O-]. Product: C[Si](C)(C)CCOCn1nc(-c2ccnc(C3CC3)n2)cc(-c2nc3ccccc3n2COCC[Si](C)(C)C)c1=O. RXN SMILES: [CH3:54][c:55]1[cH:56][cH:57][cH:58][cH:59][cH:60]1.[CH:40]1([B:43]([OH:44])[OH:45])[CH2:41][CH2:42]1.[Cl:1][c:2]1[n:3][cH:4][cH:5][c:6](-[c:8]2[cH:9][c:10](-[c:23]3[n:24][c:25]4[c:26]([n:27]3[CH2:28][O:29][CH2:30][CH2:31][Si:32]([CH3:33])([CH3:34])[CH3:35])[cH:36][cH:37][cH:38][cH:39]4)[c:11](=[O:22])[n:12]([CH2:14][O:15][CH2:16][CH2:17][Si:18]([CH3:19])([CH3:20])[CH3:21])[n:13]2)[n:7]1.[K+:51].[K+:52].[K+:53].[OH2:61].[P:46]([O-:47])([O-:48])([O-:49])=[O:50]>>[c:2]1([CH:40]2[CH2:41][CH2:42]2)[n:3][cH:4][cH:5][c:6](-[c:8]2[cH:9][c:10](-[c:23]3[n:24][c:25]4[c:26]([n:27]3[CH2:28][O:29][CH2:30][CH2:31][Si:32]([CH3:33])([CH3:34])[CH3:35])[cH:36][cH:37][cH:38][cH:39]4)[c:11](=[O:22])[n:12]([CH2:14][O:15][CH2:16][CH2:17][Si:18]([CH3:19])([CH3:20])[CH3:21])[n:13]2)[n:7]1. Product: NC(CC1(CS(C1)(=O)=O)NC(=O)C1=NC=C(C(=C1)O[C@H](C(F)(F)F)C)C1(CCC1)F)=O (N-[3-(2-amino-2-oxoethyl)-1,1-dioxothietan-3-yl]-5-(1-fluorocyclobutyl)-4-[(2S)-1,1,1-trifluoropropan-2-yl]oxypyridine-2-carboxamide). The reactants are FC1(CCC1)C=1C(=CC(=NC1)C(=O)O)O[C@H](C(F)(F)F)C (5-(1-fluorocyclobutyl)-4-[(1S)-2,2,2-trifluoro-1-methyl-ethoxy]pyridine-2-carboxylic acid), NC1(CS(C1)(=O)=O)CC(=O)N (2-(3-amino-1,1-dioxo-thietan-3-yl)acetamide). As a reaction SMILES: [F:1][C:2]1([C:6]2[C:7]([O:15][C@@H:16]([CH3:21])[C:17]([F:20])([F:19])[F:18])=[CH:8][C:9]([C:12]([OH:14])=O)=[N:10][CH:11]=2)[CH2:5][CH2:4][CH2:3]1.[NH2:22][C:23]1([CH2:29][C:30]([NH2:32])=[O:31])[CH2:26][S:25](=[O:28])(=[O:27])[CH2:24]1>>[NH2:32][C:30](=[O:31])[CH2:29][C:23]1([NH:22][C:12]([C:9]2[CH:8]=[C:7]([O:15][C@@H:16]([CH3:21])[C:17]([F:20])([F:19])[F:18])[C:6]([C:2]3([F:1])[CH2:3][CH2:4][CH2:5]3)=[CH:11][N:10]=2)=[O:14])[CH2:24][S:25](=[O:27])(=[O:28])[CH2:26]1. Procedure details: The title compound was synthesized in analogy to Example 112e, using 5-(1-fluorocyclobutyl)-4-[(1S)-2,2,2-trifluoro-1-methyl-ethoxy]pyridine-2-carboxylic acid (example 305e) and 2-(3-amino-1,1-dioxo-thietan-3-yl)acetamide (example 160d) as starting materials and isolated (19 mg, 49%); MS (ESI, m/z): 468.3 (M+H+). Starting materials: [Li+].C[Si](C)(C)[N-][Si](C)(C)C (LHMDS), [Si](C)(C)(C(C)(C)C)OCCC1=CN=CN1CC1=C(C#N)C=CC=C1 (2-{5-[2-(tert-Butyldimethylsilanyloxy)-ethyl]-imidazol-1-ylmethyl}-benzonitrile), CC(=O)C (acetone). Run in C1CCOC1 (THF). Reaction conditions: temperature -78 celsius, time 40 minute. Yields the product [Si](C)(C)(C(C)(C)C)OCCC1=CN=CN1C(C(C)(C)O)C1=C(C#N)C=CC=C1 (2-(1-{5-[2-(tert-butyldimethylsilanyloxy)-ethyl]-imidazol-1-yl}-2-hydroxy-2-methyl-propyl)-benzonitrile). RXN SMILES: [Si:1]([O:8][CH2:9][CH2:10][C:11]1[N:15]([CH2:16][C:17]2[CH:24]=[CH:23][CH:22]=[CH:21][C:18]=2[C:19]#[N:20])[CH:14]=[N:13][CH:12]=1)([C:4]([CH3:7])([CH3:6])[CH3:5])([CH3:3])[CH3:2].[Li+].C[Si]([N-][Si](C)(C)C)(C)C.[CH3:35][C:36]([CH3:38])=[O:37]>C1COCC1>[Si:1]([O:8][CH2:9][CH2:10][C:11]1[N:15]([CH:16]([C:17]2[CH:24]=[CH:23][CH:22]=[CH:21][C:18]=2[C:19]#[N:20])[C:36]([OH:37])([CH3:38])[CH3:35])[CH:14]=[N:13][CH:12]=1)([C:4]([CH3:7])([CH3:5])[CH3:6])([CH3:3])[CH3:2] |f:1.2|. Reported procedure: 2-{5-[2-(tert-Butyldimethylsilanyloxy)-ethyl]-imidazol-1-ylmethyl}-benzonitrile (1.14 g, 3.34 mmol) is dissolved in THF (20 mL) and cooled to −78° C. LHMDS (1M in THF, 5 mL, 5 mmol) is added dropwise. Ten min after the end of addition, acetone (0.295 g, 5.01 mmol) is added. The reaction mixture is stirred at −78° C. for 40 min. It is then quenched with saturated aqueous sodium bicarbonate (10 mL). The mixture is allowed to warm to room temperature, then poured into water. After extraction with e... Reactants: NC=1C=CC(=C2CN(C(C12)=O)C)C1CCC(CC1)=O (7-amino-2-methyl-4-(4-oxocyclohexyl)-2,3-dihydro-1H-isoindol-1-one), [BH4-].[Na+] (sodium borohydride). Solvent: CO (MeOH). Run at temperature 0 celsius, time 1 hour. The product is NC=1C=CC(=C2CN(C(C12)=O)C)[C@@H]1CC[C@@H](CC1)O (7-amino-4-(cis-4-hydroxycyclohexyl)-2-methyl-2,3-dihydro-1H-isoindol-1-one). As a reaction SMILES: [NH2:1][C:2]1[CH:3]=[CH:4][C:5]([CH:13]2[CH2:18][CH2:17][C:16](=[O:19])[CH2:15][CH2:14]2)=[C:6]2[C:10]=1[C:9](=[O:11])[N:8]([CH3:12])[CH2:7]2.[BH4-].[Na+]>CO>[NH2:1][C:2]1[CH:3]=[CH:4][C:5]([C@H:13]2[CH2:18][CH2:17][C@@H:16]([OH:19])[CH2:15][CH2:14]2)=[C:6]2[C:10]=1[C:9](=[O:11])[N:8]([CH3:12])[CH2:7]2 |f:1.2|. Procedure details: A solution of 7-amino-2-methyl-4-(4-oxocyclohexyl)-2,3-dihydro-1H-isoindol-1-one (1.35 g, 5.23 mmol) was dissolved in MeOH (30 mL), and cooled to 0° C., followed by addition of sodium borohydride (0.198 g, 5.23 mmol). The reaction mixture was stirred at 0° C. for 1 h. The reaction was quenched with sat. aq. NH4Cl, diluted with EtOAc, washed with brine, and dried over anhydrous sodium sulfate. The compound was purified on an Isco Combiflash eluting with 0 to 4% MeOH in EtOAc to afford the trans i... The reactants are COc1cccc([N+](=O)[O-])c1Br, O=C([O-])[O-], CC(=O)O, CCO, [Fe], [Na+], [Na+], O. Yields the product COc1cccc(N)c1Br. Reaction SMILES: [Br:1][c:2]1[c:3]([O:11][CH3:12])[cH:4][cH:5][cH:6][c:7]1[N+:8]([O-:9])=[O:10].[C:13](=[O:14])([O-:15])[O-:16].[CH3:19][C:20](=[O:21])[OH:22].[CH3:23][CH2:24][OH:25].[Fe:27].[Na+:17].[Na+:18].[OH2:26]>>[Br:1][c:2]1[c:3]([O:11][CH3:12])[cH:4][cH:5][cH:6][c:7]1[NH2:8]. Starting materials: BrC=1C=C(C=CC1OC)CC(=O)O (3-bromo-4-methoxyphenylacetic acid), Cl (HCl), CO (MeOH). Product: COC(CC1=CC(=C(C=C1)OC)Br)=O ((3-Bromo-4-methoxy-phenyl)-acetic acid methyl ester). Reaction SMILES: [Br:1][C:2]1[CH:3]=[C:4]([CH2:10][C:11]([OH:13])=[O:12])[CH:5]=[CH:6][C:7]=1[O:8][CH3:9].Cl.[CH3:15]O>>[CH3:15][O:12][C:11](=[O:13])[CH2:10][C:4]1[CH:5]=[CH:6][C:7]([O:8][CH3:9])=[C:2]([Br:1])[CH:3]=1. Procedure: To 3-bromo-4-methoxyphenylacetic acid (1.0 g, 4.1 mmol) in MeOH (20 mL) was added HCl (4N in 1,4-dioxane; 5 mL, 20 mmol), and the reaction was refluxed overnight. The mixture was concentrated to give the title compound. Starting materials: ClC1=CC=CC=2N1N=C(C2C2=NC(=NC=C2)NC2CC2)C2=CC=C(C=C2)OC (4-[7-chloro-2-(4-methoxyphenyl)pyrazolo[1,5-a]pyridin-3-yl]-N-cyclopropyl-2-pyrimidinamine), COCCN (2-methoxyethylamine). Reaction conditions: temperature 140 celsius. Yields the product C1(CC1)NC1=NC=CC(=N1)C=1C(=NN2C1C=CC=C2NCCOC)C2=CC=C(C=C2)OC (3-[2-(cyclopropylamino)-4-pyrimidinyl]-N-(2-methoxyethyl)-2-(4-methoxyphenyl)pyrazolo[1,5-a]pyridin-7-amine). The yield is 95.0%. RXN SMILES: Cl[C:2]1[N:7]2[N:8]=[C:9]([C:21]3[CH:26]=[CH:25][C:24]([O:27][CH3:28])=[CH:23][CH:22]=3)[C:10]([C:11]3[CH:16]=[CH:15][N:14]=[C:13]([NH:17][CH:18]4[CH2:20][CH2:19]4)[N:12]=3)=[C:6]2[CH:5]=[CH:4][CH:3]=1.[CH3:29][O:30][CH2:31][CH2:32][NH2:33]>>[CH:18]1([NH:17][C:13]2[N:12]=[C:11]([C:10]3[C:9]([C:21]4[CH:22]=[CH:23][C:24]([O:27][CH3:28])=[CH:25][CH:26]=4)=[N:8][N:7]4[C:2]([NH:33][CH2:32][CH2:31][O:30][CH3:29])=[CH:3][CH:4]=[CH:5][C:6]=34)[CH:16]=[CH:15][N:14]=2)[CH2:19][CH2:20]1. Procedure: A mixture of 4-[7-chloro-2-(4-methoxyphenyl)pyrazolo[1,5-a]pyridin-3-yl]-N-cyclopropyl-2-pyrimidinamine (75 mg, 0.19 mmol) and 2-methoxyethylamine (5 mL, 58 mmol) was heated in a sealed tube at 140° C. for 24 hours. After cooling to room temperature, the mixture was concentrated. Flash chromatography (1:1 to 1:3 hexanes-ethyl acetate) provided 3-[2-(cyclopropylamino)-4-pyrimidinyl]-N-(2-methoxyethyl)-2-(4-methoxyphenyl)pyrazolo[1,5-a]pyridin-7-amine (77.7 mg, 95%) as a yellow solid. 1H NMR (CDCl...